This data is from the Open Reaction Database (ORD), a public repository of structured organic reaction records. The task is: describe an organic reaction: reactants, conditions, products, and yield Reactants: OC=1C=CC(=C2C=CC=NC12)[N+](=O)[O-] (8-hydroxy-5-nitroquinoline), [H][H] (hydrogen), [H][H] (hydrogen), OC=1C=CC(=C2C=CC=NC12)[N+](=O)[O-] (8-hydroxy-5-nitroquinoline), [H][H] (hydrogen). The reagents and catalysts are [C].[Pd] (palladium carbon). Solvent: C(C)(=O)O (acetic acid). The product is NC1=C2C=CC=NC2=C(C=C1)O (5-Amino-8-hydroxyquinoline). RXN SMILES: [OH:1][C:2]1[CH:3]=[CH:4][C:5]([N+:12]([O-])=O)=[C:6]2[C:11]=1[N:10]=[CH:9][CH:8]=[CH:7]2.[H][H]>[C].[Pd].C(O)(=O)C>[NH2:12][C:5]1[CH:4]=[CH:3][C:2]([OH:1])=[C:11]2[C:6]=1[CH:7]=[CH:8][CH:9]=[N:10]2 |f:2.3|. Procedure: 5-Amino-8-hydroxyquinoline was prepared by the reduction of 8-hydroxy-5-nitroquinoline (from Aldrich Chemical Co., Inc., Milwaukee, Wis.). Twenty-five grams (0.131 moles) of 8-hydroxy-5-nitroquinoline were placed in a 500 milliliter (ml) Parr bottle followed by 250 ml of glacial acetic acid and 1 g of 10% palladium carbon. The bottle was further filled with 3×105Pascals (Pa) (3 atmospheres) of hydrogen. The filled bottle was attached to the Parr shaker-type hydrogenation apparatus (from Parr Ins... The reactants are [Br-], Br, CO, CO, O=Cc1cccn1-c1ncccc1Cl, [Na+], [Na+], O, N#C[S-]. Product: N#CSc1ccc(C=O)n1-c1ncccc1Cl. Reaction SMILES: [Br-:24].[Br:21].[CH3:1][OH:2].[CH3:22][OH:23].[Cl:3][c:4]1[c:5](-[n:10]2[c:11]([CH:15]=[O:16])[cH:12][cH:13][cH:14]2)[n:6][cH:7][cH:8][cH:9]1.[Na+:17].[Na+:25].[OH2:26].[S-:18][C:19]#[N:20]>>[Cl:3][c:4]1[c:5](-[n:10]2[c:11]([CH:15]=[O:16])[cH:12][cH:13][c:14]2[S:18][C:19]#[N:20])[n:6][cH:7][cH:8][cH:9]1. Reported procedure: (4Z)-4-[(Dimethylamino)methylidene]-2,5-bis(2-fluorophenyl)-2,4-dihydro-3H-pyrazol-3-one (0.12 g, 0.37 mmol), 4-(aminomethyl)-1-phenylpiperidin-2-one (76 mg, 0.37 mmol, 1 equiv) and potassium carbonate (0.15 g, 1.1 mmol, 3 equiv) were combined in degassed dimethylsulfoxide (5 mL) and placed into a preheated oil bath at 100° C. open to the air for 1 hour. Additional 4-(aminomethyl)-1-phenylpiperidin-2-one (0.15 g, 0.74 mmol, 2 equiv) and potassium carbonate (0.15 g, 1.1 mmol, 3 equiv) were added ... Run at temperature 100 celsius, time 1 hour. Product: FC1=C(C=CC=C1)N1N=C2C(=CN(C=3C=CC=CC23)CC2CC(N(CC2)C2=CC=CC=C2)=O)C1=O (2-(2-fluorophenyl)-5-[(2-oxo-1-phenylpiperidin-4-yl)methyl]-2,5-dihydro-3H-pyrazolo[4,3-c]quinolin-3-one). Run in CS(=O)C (dimethylsulfoxide). RXN SMILES: CN(/[CH:4]=[C:5]1\[C:6](=[O:24])[N:7]([C:17]2[CH:22]=[CH:21][CH:20]=[CH:19][C:18]=2[F:23])[N:8]=[C:9]\1[C:10]1[CH:15]=[CH:14][CH:13]=[CH:12][C:11]=1F)C.[NH2:25][CH2:26][CH:27]1[CH2:32][CH2:31][N:30]([C:33]2[CH:38]=[CH:37][CH:36]=[CH:35][CH:34]=2)[C:29](=[O:39])[CH2:28]1.C(=O)([O-])[O-].[K+].[K+].C(=O)(O)[O-].[Na+]>CS(C)=O>[F:23][C:18]1[CH:19]=[CH:20][CH:21]=[CH:22][C:17]=1[N:7]1[C:6](=[O:24])[C:5]2=[CH:4][N:25]([CH2:26][CH:27]3[CH2:32][CH2:31][N:30]([C:33]4[CH:38]=[CH:37][CH:36]=[CH:35][CH:34]=4)[C:29](=[O:39])[CH2:28]3)[C:15]3[CH:14]=[CH:13][CH:12]=[CH:11][C:10]=3[C:9]2=[N:8]1 |f:2.3.4,5.6|. Starting materials: NCC1CC(N(CC1)C1=CC=CC=C1)=O (4-(aminomethyl)-1-phenylpiperidin-2-one), C([O-])([O-])=O.[K+].[K+] (potassium carbonate), CN(C)\C=C\1/C(N(N=C1C1=C(C=CC=C1)F)C1=C(C=CC=C1)F)=O ((4Z)-4-[(Dimethylamino)methylidene]-2,5-bis(2-fluorophenyl)-2,4-dihydro-3H-pyrazol-3-one), NCC1CC(N(CC1)C1=CC=CC=C1)=O (4-(aminomethyl)-1-phenylpiperidin-2-one), C([O-])([O-])=O.[K+].[K+] (potassium carbonate), C([O-])(O)=O.[Na+] (sodium bicarbonate). The reactants are CC#N, ClCCl, CCOC(=O)C1CC(=O)NN1c1ncccc1Cl, [Na+], [Na+], O=C([O-])[O-], O, O=P(Br)(Br)Br. Product: CCOC(=O)C1CC(Br)=NN1c1ncccc1Cl. As a reaction SMILES: [CH3:1][C:2]#[N:3].[Cl:33][CH2:34][Cl:35].[Cl:4][c:5]1[c:6]([N:11]2[NH:12][C:13](=[O:21])[CH2:14][CH:15]2[C:16](=[O:17])[O:18][CH2:19][CH3:20])[n:7][cH:8][cH:9][cH:10]1.[Na+:27].[Na+:28].[O-:29][C:30](=[O:31])[O-:32].[OH2:36].[P:22]([Br:23])([Br:24])([Br:25])=[O:26]>>[Cl:4][c:5]1[c:6]([N:11]2[N:12]=[C:13]([Br:24])[CH2:14][CH:15]2[C:16](=[O:17])[O:18][CH2:19][CH3:20])[n:7][cH:8][cH:9][cH:10]1.